From a dataset of the Open Reaction Database (ORD), a public repository of structured organic reaction records. describe an organic reaction: reactants, conditions, products, and yield Procedure: This diazonium salt solution was reacted, likewise continuously, with 2.55 mol of sodium sulphite/sodium bisulphite mixture per mole of aniline to form a phenylhydrazodisulphonate solution. A portion of this mixture, corresponding to 1.91 mol of aniline, was added dropwise at 80° C. to 200 ml of a 48% strength sulphuric acid (1.35 mol). After a reaction time of 2 h at 80° C., 225 ml (2.1 mol) of methyl isopropyl ketone were metered in in the course of 30 min. After a reaction time of 3 hours at ... Yields the product CC1=NC2=CC=CC=C2C1(C)C (2,3,3-trimethylindolenine). Reaction SMILES: [NH2:1][C:2]1[CH:7]=[CH:6][CH:5]=[CH:4][CH:3]=1.S(=O)(=O)(O)O.[CH:13]([C:16]([CH3:18])=O)([CH3:15])[CH3:14]>>[CH3:18][C:16]1[C:13]([CH3:15])([CH3:14])[C:7]2[C:2](=[CH:3][CH:4]=[CH:5][CH:6]=2)[N:1]=1. Yield: 90.0%. The reactants are NC1=CC=CC=C1 (aniline), S(O)(O)(=O)=O (sulphuric acid), C(C)(C)C(=O)C (methyl isopropyl ketone). The reactants are (R,R)-Ethylene-1,2, C1(=CC=CC=C1)[SiH3] (Phenylsilane), C(C1=CC=CC=C1)N=C(C)C1=CC=CC=C1 (Acetophenone N-benzyl imine), titanium (R)-1,1'-binaphth-2,2'-diolate, C(CCC)[Li] (n-butyllithium). Reaction conditions: temperature 65 celsius, time 10 minute. The product is C(C1=CC=CC=C1)NC(C)C1=CC=CC=C1 (N-benzyl-1-phenylethylamine). RXN SMILES: C([Li])CCC.C1([SiH3])C=CC=CC=1.[CH2:13]([N:20]=[C:21]([C:23]1[CH:28]=[CH:27][CH:26]=[CH:25][CH:24]=1)[CH3:22])[C:14]1[CH:19]=[CH:18][CH:17]=[CH:16][CH:15]=1>C1COCC1>[CH2:13]([NH:20][CH:21]([C:23]1[CH:28]=[CH:27][CH:26]=[CH:25][CH:24]=1)[CH3:22])[C:14]1[CH:19]=[CH:18][CH:17]=[CH:16][CH:15]=1. Procedure details: In a dry Schlenk tube under argon was placed (R,R)-Ethylene-1,2-bis(η5 -4,5,6,7-tetrahydroindenyl) titanium (R)-1,1'-binaphth-2,2'-diolate (25 mg, 0.042 mmol) and THF (4 mL). A solution of n-butyllithium (53 μL, 0.084 mmol, 1.6M in hexane) was added and the mixture was stirred for 10 minutes, at which time the color was a dark shade of brown. Phenylsilane (13 μL, 0.105 mmol) was then added and the mixture was stirred for another 10 minutes, the color changing to a darker shade of brown. Acetophe... The solvent is C1CCOC1 (THF). The yield is 82.0%. The reactants are NC1=C(C(=O)NC2=CC=NC=C2)C=C(C=N1)Br (2-amino-5-bromo-N-pyridin-4-yl-nicotinamide), C(C)(C)(C)OC(NC1=C(C=CC=C1)B1OC(C(O1)(C)C)(C)C)=O ([2-(4,4,5,5-tetramethyl-[1,3,2]dioxaborolan-2-yl)-phenyl]-carbamic acid tert-butyl ester). The product is C(C)(C)(C)OC(NC1=C(C=CC=C1)C=1C=NC(=C(C1)C(NC1=CC=NC=C1)=O)N)=O ({2-[6-Amino-5-(pyridin-4-ylcarbamoyl)-pyridin-3-yl]-phenyl}-carbamic acid tert.-butyl ester). RXN SMILES: [NH2:1][C:2]1[N:16]=[CH:15][C:14](Br)=[CH:13][C:3]=1[C:4]([NH:6][C:7]1[CH:12]=[CH:11][N:10]=[CH:9][CH:8]=1)=[O:5].[C:18]([O:22][C:23](=[O:40])[NH:24][C:25]1[CH:30]=[CH:29][CH:28]=[CH:27][C:26]=1B1OC(C)(C)C(C)(C)O1)([CH3:21])([CH3:20])[CH3:19]>>[C:18]([O:22][C:23](=[O:40])[NH:24][C:25]1[CH:26]=[CH:27][CH:28]=[CH:29][C:30]=1[C:14]1[CH:15]=[N:16][C:2]([NH2:1])=[C:3]([C:4](=[O:5])[NH:6][C:7]2[CH:12]=[CH:11][N:10]=[CH:9][CH:8]=2)[CH:13]=1)([CH3:21])([CH3:19])[CH3:20]. Procedure details: Reaction of 2-amino-5-bromo-N-pyridin-4-yl-nicotinamide with [2-(4,4,5,5-tetramethyl-[1,3,2]dioxaborolan-2-yl)-phenyl]-carbamic acid tert-butyl ester gives “A81”; method 1: HPLC/MS: 1.38 min, [M+H]=406; Reaction SMILES: [CH:1]1([C:4]2[CH:5]=[C:6]([C:22]([O:24][CH2:25][CH3:26])=[O:23])[C:7]3[CH:12]=[N:11][N:10](CC4C=CC(OC)=CC=4)[C:8]=3[N:9]=2)[CH2:3][CH2:2]1.FC(F)(F)C(O)=O.C1(OC)C=CC=CC=1>>[CH:1]1([C:4]2[CH:5]=[C:6]([C:22]([O:24][CH2:25][CH3:26])=[O:23])[C:7]3[CH:12]=[N:11][NH:10][C:8]=3[N:9]=2)[CH2:2][CH2:3]1. The reactants are C1(CC1)C=1C=C(C2=C(N1)N(N=C2)CC2=CC=C(C=C2)OC)C(=O)OCC (ethyl 6-cyclopropyl-1-{[4-(methyloxy)phenyl]methyl}-1H-pyrazolo[3,4-b]pyridine-4-carboxylate), FC(C(=O)O)(F)F (trifluoroacetic acid), C1(=CC=CC=C1)OC (anisole). Procedure details: To a 20 mL microwave vial were combined ethyl 6-cyclopropyl-1-{[4-(methyloxy)phenyl]methyl}-1H-pyrazolo[3,4-b]pyridine-4-carboxylate (2.05 g, 5.83 mmol), trifluoroacetic acid (6.74 ml, 88 mmol) and anisole (1.912 ml, 17.50 mmol). The reaction vessel was sealed and irradiated (microwave) at 100° C. for 5 minutes. After cooling to room temperature, the reaction mixture was concentrated in vacuo. The residue was diluted with water (20 mL) and then saturated NaHCO3 until basic. The contents were ext... The product is C1(CC1)C=1C=C(C2=C(N1)NN=C2)C(=O)OCC (Ethyl 6-cyclopropyl-1H-pyrazolo[3,4-b]pyridine-4-carboxylate).